From a dataset of the Open Reaction Database (ORD), a public repository of structured organic reaction records. describe an organic reaction: reactants, conditions, products, and yield Starting materials: ClC1=NC=CC(=C1)C1COCCO1 (1-(2-chloro-4-pyridyl)-1-ethylenedioxyethane), O.NN (hydrazine hydrate). Run at temperature 0 celsius. Product: N(N)C1=NC=CC(=C1)C1COCCO1 (1-(2-hydrazino-4-pyridyl)-1-ethylenedioxyethane). Yield: 92.0%. As a reaction SMILES: Cl[C:2]1[CH:7]=[C:6]([CH:8]2[O:13][CH2:12][CH2:11][O:10][CH2:9]2)[CH:5]=[CH:4][N:3]=1.O.[NH2:15][NH2:16]>>[NH:15]([C:2]1[CH:7]=[C:6]([CH:8]2[O:13][CH2:12][CH2:11][O:10][CH2:9]2)[CH:5]=[CH:4][N:3]=1)[NH2:16] |f:1.2|. Procedure details: A mixture of 11.4 g. (57 mmoles) of 1-(2-chloro-4-pyridyl)-1-ethylenedioxyethane in 50 ml. of 98% hydrazine hydrate was heated to reflux for 15 hours. The mixture was cooled at 0° C. for 2 hours and the resulting precipitate was filtered and dried to give 10.3 g. (92%) of the desired compound. The analytical sample was recrystallized from toluene-cyclohexane. Reactants: COCCOC1=CC(=C(C=C1)[N+](=O)[O-])[N+](=O)[O-] (2-methoxyethoxy-3,4-dinitrobenzene), N1C=CC2=CC(=CC=C12)NC(=O)C1=CC=C(C=O)C=C1 (4-(5-indolylaminocarbonyl)benzaldehyde). Yields the product COCCOC=1C=CC2=C(NC(=N2)C2=CC=C(C(=O)NC=3C=C4C=CNC4=CC3)C=C2)C1 (4-(6-(2-Methoxyethoxy)-1H-benzo[d]imidazol-2-yl)-N-(1H-indol-5-yl)benzamide). RXN SMILES: [CH3:1][O:2][CH2:3][CH2:4][O:5][C:6]1[CH:11]=[CH:10][C:9]([N+:12]([O-])=O)=[C:8]([N+:15]([O-])=O)[CH:7]=1.[NH:18]1[C:26]2[C:21](=[CH:22][C:23]([NH:27][C:28]([C:30]3[CH:37]=[CH:36][C:33]([CH:34]=O)=[CH:32][CH:31]=3)=[O:29])=[CH:24][CH:25]=2)[CH:20]=[CH:19]1>>[CH3:1][O:2][CH2:3][CH2:4][O:5][C:6]1[CH:11]=[CH:10][C:9]2[N:12]=[C:34]([C:33]3[CH:32]=[CH:31][C:30]([C:28]([NH:27][C:23]4[CH:22]=[C:21]5[C:26](=[CH:25][CH:24]=4)[NH:18][CH:19]=[CH:20]5)=[O:29])=[CH:37][CH:36]=3)[NH:15][C:8]=2[CH:7]=1. Reported procedure: Compound 661 was prepared according to the procedure similar to that described in Scheme III from 1-(2-methoxyethoxy-3,4-dinitrobenzene and 4-(5-indolylaminocarbonyl)benzaldehyde. [M+H]+ calcd for C25H22N4O3: 427.17; found: 426.99. The reactants are C(C)O[SiH](OCC)OCC (triethoxysilane), C(C=C)N (allylamine), C(C)O[SiH](OCC)OCC (triethoxy silane), Rh(μ-P Ph2), NCCC[Si](OCC)(OCC)OCC (gamma-aminopropyl triethoxy silane), rhodium(μ-diphenyl phosphide). Reagents/catalysts: [Rh] (rhodium). Solvent: CC=1C=CC(=CC1)C (p-xylene). Run at temperature 110 celsius. Yields the product C(C=C)N (allylamine), NC(C[Si](OCC)(OCC)OCC)C (beta-aminopropyl triethoxy silane). RXN SMILES: [CH2:1]([NH2:4])[CH:2]=[CH2:3].C(O[SiH](OCC)OCC)C.N[CH2:16][CH2:17][CH2:18][Si:19]([O:26][CH2:27][CH3:28])([O:23][CH2:24][CH3:25])[O:20][CH2:21][CH3:22]>[Rh].CC1C=CC(C)=CC=1>[CH2:1]([NH2:4])[CH:2]=[CH2:3].[NH2:4][CH:17]([CH3:16])[CH2:18][Si:19]([O:26][CH2:27][CH3:28])([O:23][CH2:24][CH3:25])[O:20][CH2:21][CH3:22]. Procedure: A three-neck flask equipped with a reflux condenser, stirring rod and thermometer was charged with 14 grams of allylamine (0.25 mole), 41 grams of triethoxy silane (0.25 mole), 20 ml. of p-xylene and 0.1% by mole (calculated as rhodium), per mole of triethoxysilane, of [Rh(μ-P Ph2) (COD)]2, that is [rhodium(μ-diphenyl phosphide) (1,5-cyclooctadiene) dimer], and heated on an oil bath maintained at a temperature of 110° C. About 1 hour after the beginning of the reaction, the reaction temperature ... The reactants are O=C([O-])O, [O-]Cl, [Na+], [Na+], [Na+], [Na+], O=C([O-])[O-], c1ccc2sc(SN3CCOCC3)nc2c1, O. Product: O=S(c1nc2ccccc2s1)N1CCOCC1. Reaction SMILES: [C:23](=[O:24])([OH:25])[O-:26].[Cl:28][O-:29].[Na+:17].[Na+:18].[Na+:27].[Na+:30].[O-:19][C:20](=[O:21])[O-:22].[O:1]1[CH2:2][CH2:3][N:4]([S:7][c:8]2[s:9][c:10]3[c:11]([n:12]2)[cH:13][cH:14][cH:15][cH:16]3)[CH2:5][CH2:6]1.[OH2:31]>>[O:1]1[CH2:2][CH2:3][N:4]([S:7]([c:8]2[s:9][c:10]3[c:11]([n:12]2)[cH:13][cH:14][cH:15][cH:16]3)=[O:19])[CH2:5][CH2:6]1. The reactants are Clc1ccccc1, CNC(=O)NS(=O)(=O)c1ccccc1OCCCl. The product is O=C=NS(=O)(=O)c1ccccc1OCCCl. As a reaction SMILES: [Cl:19][c:20]1[cH:21][cH:22][cH:23][cH:24][cH:25]1.[Cl:1][CH2:2][CH2:3][O:4][c:5]1[c:6]([S:11](=[O:12])(=[O:13])[NH:14][C:15](=[O:16])[NH:17][CH3:18])[cH:7][cH:8][cH:9][cH:10]1>>[Cl:1][CH2:2][CH2:3][O:4][c:5]1[c:6]([S:11](=[O:12])(=[O:13])[N:14]=[C:15]=[O:16])[cH:7][cH:8][cH:9][cH:10]1. The reactants are Cc1ccccc1, O=C(Cl)c1ccc(-c2ccncc2)cc1F, COC(=O)c1cccc(N)c1O, c1ccncc1. Product: COC(=O)c1cccc(NC(=O)c2ccc(-c3ccncc3)cc2F)c1O. Reaction SMILES: [CH3:35][c:36]1[cH:37][cH:38][cH:39][cH:40][cH:41]1.[F:19][c:20]1[c:21]([C:22](=[O:23])[Cl:24])[cH:25][cH:26][c:27](-[c:29]2[cH:30][cH:31][n:32][cH:33][cH:34]2)[cH:28]1.[NH2:1][c:2]1[c:3]([OH:12])[c:4]([C:5](=[O:6])[O:7][CH3:8])[cH:9][cH:10][cH:11]1.[cH:13]1[cH:14][cH:15][n:16][cH:17][cH:18]1>>[NH:1]([c:2]1[c:3]([OH:12])[c:4]([C:5](=[O:6])[O:7][CH3:8])[cH:9][cH:10][cH:11]1)[C:22]([c:21]1[c:20]([F:19])[cH:28][c:27](-[c:29]2[cH:30][cH:31][n:32][cH:33][cH:34]2)[cH:26][cH:25]1)=[O:23].